Dataset: the Open Reaction Database (ORD), a public repository of structured organic reaction records. Task: describe an organic reaction: reactants, conditions, products, and yield RXN SMILES: [CH3:13][O:14][c:15]1[c:16]([CH:17]=[O:18])[cH:19][c:20]([O:23][CH3:24])[cH:21][cH:22]1.[CH3:25][OH:26].[NH2:1][c:2]1[cH:3][c:4]2[c:5](=[O:12])[nH:6][cH:7][n:8][c:9]2[cH:10][cH:11]1>>[NH:1]([c:2]1[cH:3][c:4]2[c:5](=[O:12])[nH:6][cH:7][n:8][c:9]2[cH:10][cH:11]1)[CH2:17][c:16]1[c:15]([O:14][CH3:13])[cH:22][cH:21][c:20]([O:23][CH3:24])[cH:19]1. Product: COc1ccc(OC)c(CNc2ccc3nc[nH]c(=O)c3c2)c1. Starting materials: COc1ccc(OC)c(C=O)c1, CO, Nc1ccc2nc[nH]c(=O)c2c1. Reactants: ClC=1C=CC(=C(C1)C=1C=CC(=NC1)C(=O)NCCC(=O)OCC)C=O (Ethyl 3-(5-(5-chloro-2-formylphenyl)picolinamido)propanoate), CC1(OB(OC1(C)C)C(=C)C)C (4,4,5,5-tetramethyl-2-(prop-1-en-2-yl)-1,3,2-dioxaborolane), COC=1C=CC=C(C1C=2C=CC=CC2P(C3CCCCC3)C4CCCCC4)OC (S-PHOS), K3PO3. The reagents and catalysts are CC(=O)[O-].CC(=O)[O-].[Pd+2] (Pd(OAc)2). The solvent is C1(=CC=CC=C1)C (toluene), CCOC(=O)C (EtOAc). Reaction conditions: temperature 90 celsius. Product: C(=O)C1=C(C=C(C=C1)C(=C)C)C=1C=CC(=NC1)C(=O)NCCC(=O)OCC (ethyl 3-(5-(2-formyl-5-(prop-1-en-2-yl)phenyl)picolinamido)propanoate). Reaction SMILES: Cl[C:2]1[CH:3]=[CH:4][C:5]([CH:24]=[O:25])=[C:6]([C:8]2[CH:9]=[CH:10][C:11]([C:14]([NH:16][CH2:17][CH2:18][C:19]([O:21][CH2:22][CH3:23])=[O:20])=[O:15])=[N:12][CH:13]=2)[CH:7]=1.[CH3:26][C:27]1(C)[C:31](C)(C)OB(C(C)=C)O1.COC1C=CC=C(OC)C=1C1C=CC=CC=1P(C1CCCCC1)C1CCCCC1>C1(C)C=CC=CC=1.CCOC(C)=O.CC([O-])=O.CC([O-])=O.[Pd+2]>[CH:24]([C:5]1[CH:4]=[CH:3][C:2]([C:27]([CH3:31])=[CH2:26])=[CH:7][C:6]=1[C:8]1[CH:9]=[CH:10][C:11]([C:14]([NH:16][CH2:17][CH2:18][C:19]([O:21][CH2:22][CH3:23])=[O:20])=[O:15])=[N:12][CH:13]=1)=[O:25] |f:5.6.7|. Procedure details: Ethyl 3-(5-(5-chloro-2-formylphenyl)picolinamido)propanoate (180 mg, 0.50 mmol), 4,4,5,5-tetramethyl-2-(prop-1-en-2-yl)-1,3,2-dioxaborolane (126 mg, 0.75 mmol), Pd(OAc)2 (11 mg, 0.05 mmol), S-PHOS (41 mg, 0.10) K3PO3 (318 mg, 1.50 mmol) were dissolved in toluene (2 mL) and the resulting mixture was heated to 90° C. After 16 h the resulting mixture was cooled to room temperature, diluted with EtOAc, washed with water and brine, dried (Na2SO4), concentrated and purified via column chromatography t... Reactants: CC(=O)Oc1cc2ccccc2cc1C(=O)O, COc1ccc(CCN)cc1-c1ccc([N+](=O)[O-])cc1. The product is COc1ccc(CCNC(=O)c2cc3ccccc3cc2OC(C)=O)cc1-c1ccc([N+](=O)[O-])cc1. As a reaction SMILES: [C:1]([CH3:2])(=[O:3])[O:4][c:5]1[c:6]([C:15](=[O:16])[OH:17])[cH:7][c:8]2[cH:9][cH:10][cH:11][cH:12][c:13]2[cH:14]1.[CH3:18][O:19][c:20]1[cH:21][cH:22][c:23]([CH2:35][CH2:36][NH2:37])[cH:24][c:25]1-[c:26]1[cH:27][cH:28][c:29]([N+:32](=[O:33])[O-:34])[cH:30][cH:31]1>>[C:1]([CH3:2])(=[O:3])[O:4][c:5]1[c:6]([C:15](=[O:17])[NH:37][CH2:36][CH2:35][c:23]2[cH:22][cH:21][c:20]([O:19][CH3:18])[c:25](-[c:26]3[cH:27][cH:28][c:29]([N+:32](=[O:33])[O-:34])[cH:30][cH:31]3)[cH:24]2)[cH:7][c:8]2[cH:9][cH:10][cH:11][cH:12][c:13]2[cH:14]1. Starting materials: Oc1ccc(Br)cc1, C1CCOC1, Cl, CC(C)OC(=O)N=NC(=O)OC(C)C, OCCN1CCOCC1. Product: Brc1ccc(OCCN2CCOCC2)cc1. Reaction SMILES: [Br:1][c:2]1[cH:3][cH:4][c:5]([OH:8])[cH:6][cH:7]1.[CH2:33]1[O:34][CH2:35][CH2:36][CH2:37]1.[ClH:32].[O:18]=[C:19]([O:20][CH:21]([CH3:22])[CH3:23])[N:24]=[N:25][C:26]([O:27][CH:28]([CH3:29])[CH3:30])=[O:31].[OH:9][CH2:10][CH2:11][N:12]1[CH2:13][CH2:14][O:15][CH2:16][CH2:17]1>>[Br:1][c:2]1[cH:3][cH:4][c:5]([O:8][CH2:10][CH2:11][N:12]2[CH2:13][CH2:14][O:15][CH2:16][CH2:17]2)[cH:6][cH:7]1. Reactants: OC1=CC=2C=3C4=C(C(=CC3NC2C=C1)I)C(NC4=O)=O (9-hydroxy-4-iodopyrrolo[3,4-c]carbazole-1,3(2H,6H)-dione), COC1=C(C=CC(=C1)B1OC(C(O1)(C)C)(C)C)O (2-methoxy-4-(4,4,5,5-tetramethyl-1,3,2-dioxaborolan-2-yl)phenol). RXN SMILES: [OH:1][C:2]1[CH:14]=[CH:13][C:12]2[NH:11][C:10]3[CH:9]=[C:8](I)[C:7]4[C:16](=[O:20])[NH:17][C:18](=[O:19])[C:6]=4[C:5]=3[C:4]=2[CH:3]=1.[CH3:21][O:22][C:23]1[CH:28]=[C:27](B2OC(C)(C)C(C)(C)O2)[CH:26]=[CH:25][C:24]=1[OH:38]>>[OH:1][C:2]1[CH:14]=[CH:13][C:12]2[NH:11][C:10]3[CH:9]=[C:8]([C:27]4[CH:26]=[CH:25][C:24]([OH:38])=[C:23]([O:22][CH3:21])[CH:28]=4)[C:7]4[C:16](=[O:20])[NH:17][C:18](=[O:19])[C:6]=4[C:5]=3[C:4]=2[CH:3]=1. The yield is 58.0%. Yields the product OC1=CC=2C=3C4=C(C(=CC3NC2C=C1)C1=CC(=C(C=C1)O)OC)C(NC4=O)=O (9-hydroxy-4-(4-hydroxy-3-methoxyphenyl)pyrrolo[3,4-c]carbazole-1,3(2H,6H)-dione). Reported procedure: The reaction of 9-hydroxy-4-iodopyrrolo[3,4-c]carbazole-1,3(2H,6H)-dione, prepared as in example 7, with 2-methoxy-4-(4,4,5,5-tetramethyl-1,3,2-dioxaborolan-2-yl)phenol according to the procedure described in example 8 gave 9-hydroxy-4-(4-hydroxy-3-methoxyphenyl)pyrrolo[3,4-c]carbazole-1,3(2H,6H)-dione (23) (I, Ar=4-hydroxy-3-methoxyphenyl) in a 58% yield; mp 290–295° C. (dec). 1H NMR δ [(CD3)2SO] 11.67 (br s, 1H), 10.97 (br s, 1H), 9.22 (br s, 1H), 9.15 (s, 1H), 8.33 (d, J=2.4 Hz, 1H), 7.57 (s,... Reactants: 1.2.924, O.[OH-].[Li+] (lithium hydroxide monohydrate), O (water), FC1=CC=C(CN2C=C(C=3C2=CN=C(C3)C(=O)OC)COC)C=C1 (methyl 1-(4-fluorobenzyl)-3-(methoxymethyl)-1H-pyrrolo[2,3-c]pyridine-5-carboxylate). Solvent: CO (methanol). Conditions: temperature 40 celsius. Yields the product FC1=CC=C(CN2C=C(C=3C2=CN=C(C3)C(=O)O)COC)C=C1 (1-(4-Fluorobenzyl)-3-(methoxymethyl)-1H-pyrrolo[2,3-c]pyridine-5-carboxylic acid). Isolated yield 72.0%. As a reaction SMILES: [F:1][C:2]1[CH:24]=[CH:23][C:5]([CH2:6][N:7]2[C:11]3=[CH:12][N:13]=[C:14]([C:16]([O:18]C)=[O:17])[CH:15]=[C:10]3[C:9]([CH2:20][O:21][CH3:22])=[CH:8]2)=[CH:4][CH:3]=1.O.[OH-].[Li+].O>CO>[F:1][C:2]1[CH:3]=[CH:4][C:5]([CH2:6][N:7]2[C:11]3=[CH:12][N:13]=[C:14]([C:16]([OH:18])=[O:17])[CH:15]=[C:10]3[C:9]([CH2:20][O:21][CH3:22])=[CH:8]2)=[CH:23][CH:24]=1 |f:1.2.3|. Procedure: To a solution of methyl 1-(4-fluorobenzyl)-3-(methoxymethyl)-1H-pyrrolo[2,3-c]pyridine-5-carboxylate. (960 mg 1.2.924 mmol) in methanol (10 mL) was added lithium hydroxide monohydrate (246 mg 5.847 mmol, 2 eq.) and water (5 mL), and the clear solution was warmed to 40° C. for 15 hours. Methanol was removed under vacuum and 1 M HCl added (5.8 mL 5.847 mmol, 2 eq.). The crude product precipitated and was filtered under vacuum, washed with ether (40 ml) and dried in vacuo at 75° C. to give the titl... Reactants: COC1=CC=C(CN2C(N[C@H](C2)C2=CC(=CC=C2)C(F)(F)F)=O)C=C1 ((S)-1-(4-methoxy-benzyl)-4-(3-trifluoromethyl-phenyl)-imidazolidin-2-one), ClC1=CC=C(OC2=CC=C(C=C2)I)C=C1 (4-(4-clorophenoxy)-iodobenzene), CN[C@H]1[C@@H](CCCC1)NC (trans-N,N′-dimethyl-cyclohexane-1,2-diamine), [O-]P(=O)([O-])[O-].[K+].[K+].[K+] (K3PO4). The reagents and catalysts are [Cu]I (CuI). Solvent: CN(C)C=O (DMF). Run at temperature 110 celsius. Product: ClC1=CC=C(OC2=CC=C(C=C2)N2C(NC[C@@H]2C2=CC(=CC=C2)C(F)(F)F)=O)C=C1 ((S)-1-[4-(4-Chloro-phenoxy)-phenyl]-5-(3-trifluoromethyl-phenyl)-imidazolidin-2-one), ClC1=CC=C(OC2=CC=C(C=C2)N2C(N(C[C@@H]2C2=CC(=CC=C2)C(F)(F)F)CC2=CC=C(C=C2)OC)=O)C=C1 ((S)-3-[4-(4-chloro-phenoxy)-phenyl]-1-(4-methoxy-benzyl)-4-(3-trifluoromethyl-phenyl)-imidazolidin-2-one). Yield: 156.3%. As a reaction SMILES: [CH3:1][O:2][C:3]1[CH:25]=[CH:24][C:6]([CH2:7][N:8]2[CH2:12][C@H:11]([C:13]3[CH:18]=[CH:17][CH:16]=[C:15]([C:19]([F:22])([F:21])[F:20])[CH:14]=3)[NH:10][C:9]2=[O:23])=[CH:5][CH:4]=1.[Cl:26][C:27]1[CH:40]=[CH:39][C:30]([O:31][C:32]2[CH:37]=[CH:36][C:35](I)=[CH:34][CH:33]=2)=[CH:29][CH:28]=1.CN[C@@H]1CCCC[C@H]1NC.[O-]P([O-])([O-])=O.[K+].[K+].[K+]>CN(C=O)C.[Cu]I>[Cl:26][C:27]1[CH:40]=[CH:39][C:30]([O:31][C:32]2[CH:37]=[CH:36][C:35]([N:10]3[C@@H:11]([C:13]4[CH:18]=[CH:17][CH:16]=[C:15]([C:19]([F:20])([F:21])[F:22])[CH:14]=4)[CH2:12][NH:8][C:9]3=[O:23])=[CH:34][CH:33]=2)=[CH:29][CH:28]=1.[Cl:26][C:27]1[CH:40]=[CH:39][C:30]([O:31][C:32]2[CH:37]=[CH:36][C:35]([N:10]3[C@@H:11]([C:13]4[CH:18]=[CH:17][CH:16]=[C:15]([C:19]([F:21])([F:22])[F:20])[CH:14]=4)[CH2:12][N:8]([CH2:7][C:6]4[CH:5]=[CH:4][C:3]([O:2][CH3:1])=[CH:25][CH:24]=4)[C:9]3=[O:23])=[CH:34][CH:33]=2)=[CH:29][CH:28]=1 |f:3.4.5.6|. Procedure details: A mixture of (S)-1-(4-methoxy-benzyl)-4-(3-trifluoromethyl-phenyl)-imidazolidin-2-one (1.7 g, 4.86 mmol), 4-(4-clorophenoxy)-iodobenzene, (1.77 g, 5.35 mmol), CuI (93 mg, 0.49 mmol), trans-N,N′-dimethyl-cyclohexane-1,2-diamine (119 mg, 0.97 mmol) and K3PO4 (2.06 g, 9.72 mmol) in DMF (17 mL) is degassed and heated to 110° C. under N2 for 16 h. After cooling down to room temperature, the mixture was poured into water (200 mL) and extracted with EtOAc (3×50 mL). The combined organic layer is washed... Reactants: COC(=O)C(C1=CC(=C(C=C1)OC)OC)=C1N(CCC1)C (2-(α-methoxycarbonyl-3,4-dimethoxybenzylidene)-1-methylpyrrolidine), [OH-].[Na+] (sodium hydroxide). The solvent is Cl (hydrochloric acid). The product is COC=1C=C(C=C2N(CCC2)C)C=CC1OC (3,4-dimethoxybenzylidene-1-methylpyrrolidine). RXN SMILES: COC([C:5](=[C:16]1[CH2:20][CH2:19][CH2:18][N:17]1[CH3:21])[C:6]1[CH:11]=[CH:10][C:9]([O:12][CH3:13])=[C:8]([O:14][CH3:15])[CH:7]=1)=O.[OH-].[Na+]>Cl>[CH3:15][O:14][C:8]1[CH:7]=[C:6]([CH:11]=[CH:10][C:9]=1[O:12][CH3:13])[CH:5]=[C:16]1[CH2:20][CH2:19][CH2:18][N:17]1[CH3:21] |f:1.2|. Procedure: Boil 12.4 g of 2-(α-methoxycarbonyl-3,4-dimethoxybenzylidene)-1-methylpyrrolidine for 15 minutes with 40 ml of conc. hydrochloric acid. Cool the resulting reaction mixture before rendering it alkaline with sodium hydroxide solution. Filter off the thus-produced precipitate and recrystallize it from ethanol/water 2:1 to obtain 3.2 g (32% of theory) of title compound having a m.p. of 72°. Yields the product Clc1cccc(OC2CCNc3ncc(-c4ccc(N5CCOCC5)cc4)cc32)c1. Reaction SMILES: [Br:1][c:2]1[cH:3][c:4]2[c:9]([n:10][cH:11]1)[NH:8][CH2:7][CH2:6][CH:5]2[O:12][c:13]1[cH:14][c:15]([Cl:19])[cH:16][cH:17][cH:18]1.[C:41]([O:42][CH2:43][CH3:44])(=[O:45])[CH3:46].[CH3:35][CH2:36][CH2:37][CH2:38][CH2:39][CH3:40].[O:20]1[CH2:21][CH2:22][N:23]([c:26]2[cH:27][cH:28][c:29]([B:32]([OH:33])[OH:34])[cH:30][cH:31]2)[CH2:24][CH2:25]1>>[c:2]1(-[c:29]2[cH:28][cH:27][c:26]([N:23]3[CH2:22][CH2:21][O:20][CH2:25][CH2:24]3)[cH:31][cH:30]2)[cH:3][c:4]2[c:9]([n:10][cH:11]1)[NH:8][CH2:7][CH2:6][CH:5]2[O:12][c:13]1[cH:14][c:15]([Cl:19])[cH:16][cH:17][cH:18]1. Starting materials: Clc1cccc(OC2CCNc3ncc(Br)cc32)c1, CCOC(C)=O, CCCCCC, OB(O)c1ccc(N2CCOCC2)cc1. The reactants are C(CCC)[Mg]Br (butylmagnesium bromide), C(C1=CC=CO1)=O (furfural), [NH4+].[Cl-] (NH4Cl). Solvent: C1CCOC1 (THF). Yields the product O1C(=CC=C1)C(CCCC)O (Racemic 1-(2-furyl)-1-pentanol). RXN SMILES: [CH:1](=[O:7])[C:2]1[O:6][CH:5]=[CH:4][CH:3]=1.[CH2:8]([Mg]Br)[CH2:9][CH2:10][CH3:11].[NH4+].[Cl-]>C1COCC1>[O:6]1[CH:5]=[CH:4][CH:3]=[C:2]1[CH:1]([OH:7])[CH2:8][CH2:9][CH2:10][CH3:11] |f:2.3|. Procedure: Freshly distilled furfural (233.5 g, 2.43 mol) was dissolved in 200 mL freshly distilled THF and added dropwise to a solution of butylmagnesium bromide (2.0 M in THF, 1460 mL, 2.92 mol) at 0° C. under dry nitrogen. After the addition was complete, the mixture was allowed to warm to room temperature overnight. The reaction was recooled to 0° C. and carefully poured into 2 L of cold sat. NH4Cl. The layers were separated, and the aqueous phase was extracted with ether. The combined organic layers w...